Dataset: the Open Reaction Database (ORD), a public repository of structured organic reaction records. Task: describe an organic reaction: reactants, conditions, products, and yield Reactants: [H-].[Al+3].[Li+].[H-].[H-].[H-] (lithium aluminum hydride), C(C(O)CO)(=O)O (glyceric acid), COC(C)(C)OC (2,2-dimethoxypropane), C([C@@H](C(=O)O)O)O (L-glyceric acid). Run in CO (methanol). Product: CC1(OCC(O1)CO)C (solketal). RXN SMILES: [C:1]([OH:7])(=O)[CH:2]([CH2:4][OH:5])[OH:3].CO[C:10](OC)([CH3:12])[CH3:11].C(O)[C@H](O)C(O)=O.[H-].[Al+3].[Li+].[H-].[H-].[H-]>CO>[CH3:11][C:10]1([CH3:12])[O:3][CH:2]([CH2:4][OH:5])[CH2:1][O:7]1 |f:3.4.5.6.7.8|. Reported procedure: Alternatively, the glyceric acid can be reacted with the 2,2-dimethoxypropane without methanol to prepare 2,3-O-isopropylidene D- or L-glyceric acid which is then reacted with lithium aluminum hydride to produce the solketal. As a reaction SMILES: Cl[C:2]1[CH:12]=[CH:11][C:5]([C:6]([O:8][CH2:9][CH3:10])=[O:7])=[CH:4][C:3]=1[N+:13]([O-:15])=[O:14].CS(C)=O.[CH3:20][C:21]1[O:25][N:24]=[C:23]([OH:26])[CH:22]=1.C(=O)([O-])[O-].[K+].[K+]>O>[CH3:20][C:21]1[O:25][N:24]([C:2]2[CH:12]=[CH:11][C:5]([C:6]([O:8][CH2:9][CH3:10])=[O:7])=[CH:4][C:3]=2[N+:13]([O-:15])=[O:14])[C:23](=[O:26])[CH:22]=1 |f:3.4.5|. Starting materials: ClC1=C(C=C(C(=O)OCC)C=C1)[N+](=O)[O-] (ethyl 4-chloro-3-nitrobenzoate), CS(=O)C (dimethyl sulfoxide), CC1=CC(=NO1)O (5-methyl-3-hydroxyisoxazole), C([O-])([O-])=O.[K+].[K+] (potassium carbonate). Yields the product CC1=CC(N(O1)C1=C(C=C(C=C1)C(=O)OCC)[N+](=O)[O-])=O (5-methyl-2-(4-ethoxycarbonyl-2-nitrophenyl)-4-isoxazolin-3-one). Conditions: time 10 hour. Yield: 58.9%. The solvent is O (water). Procedure details: After mixing 400 g of ethyl 4-chloro-3-nitrobenzoate, 1.2 liters of dimethyl sulfoxide, 270 g of 5-methyl-3-hydroxyisoxazole, and 292 g of potassium carbonate, the reaction was performed for 10 hours at 60° C. After the reaction was over, the reaction mixture was cooled and poured into water. Crystals thus deposited were recovered by filtration and recrystallized from ethyl acetate to provide 300.1 g of the above-described compound with a yield of 59.0%. The melting point thereof was 122° C. to ... Starting materials: [Si](C)(C)(C(C)(C)C)OC1=CC=C(N)C=C1 (4-[tert-Butyl(dimethyl)silyl]oxyaniline), BrC=1C=NN(C1)C1CC1 (4-bromo-1-cyclopropyl-1H-pyrazole), sodium tert-butylate, chloro(2-di-tert-butylphosphino-2′,4′,6′-triisopropyl-1,1′-biphenyl)[2-(2-aminoethyl)phenyl]palladium(II). The solvent is O1CCCC1 (tetrahydrofuran). The product is [Si](C)(C)(C(C)(C)C)OC1=CC=C(C=C1)NC=1C=NN(C1)C1CC1 (N-[4-[tert-Butyl(dimethyl)silyl]oxyphenyl]-1-cyclopropyl-1H-pyrazol-4-amine). RXN SMILES: [Si:1]([O:8][C:9]1[CH:15]=[CH:14][C:12]([NH2:13])=[CH:11][CH:10]=1)([C:4]([CH3:7])([CH3:6])[CH3:5])([CH3:3])[CH3:2].Br[C:17]1[CH:18]=[N:19][N:20]([CH:22]2[CH2:24][CH2:23]2)[CH:21]=1>O1CCCC1>[Si:1]([O:8][C:9]1[CH:15]=[CH:14][C:12]([NH:13][C:17]2[CH:18]=[N:19][N:20]([CH:22]3[CH2:24][CH2:23]3)[CH:21]=2)=[CH:11][CH:10]=1)([C:4]([CH3:7])([CH3:6])[CH3:5])([CH3:3])[CH3:2]. Procedure: 4-[tert-Butyl(dimethyl)silyl]oxyaniline (1.64 g, 7.3 mmol) and 4-bromo-1-cyclopropyl-1H-pyrazole (1.4 g, 7.3 mmol) dissolved in anhydrous tetrahydrofuran (30 mL) are stirred for 3 hours at ambient temperature in the presence of sodium tert-butylate (3.7 mL, 2M solution in THF) and chloro(2-di-tert-butylphosphino-2′,4′,6′-triisopropyl-1,1′-biphenyl)[2-(2-aminoethyl)phenyl]palladium(II) (101 mg, 0.146 mmol). The reaction mixture is filtered over Celite and then evaporated to dryness. The residue i... The reactants are O1C(NCC1)=O (oxazolidinone), NC[C@H]1CN(C(O1)=O)C1=CC(=C(C(=C1)C)N1C(C(=CC=C1)CCO[Si](C1=CC=CC=C1)(C1=CC=CC=C1)C(C)(C)C)=O)C (1-{4-[(5S)-5-(aminomethyl)-2-oxo-1,3-oxazolidin-3-yl]-2,6-dimethylphenyl}-3-(2-{[tert-butyl-(diphenyl)silyl]oxy}ethyl)pyridin-2(1H)-one), ClC1=CC=C(S1)C(=O)Cl (5-chlorothiophene-2-carbonyl chloride). Product: C(C)(C)(C)[Si](OCCC=1C(N(C=CC1)C1=C(C=C(C=C1C)N1C(O[C@H](C1)CNC(=O)C=1SC(=CC1)Cl)=O)C)=O)(C1=CC=CC=C1)C1=CC=CC=C1 (N-[((5S)-3-{4-[3-(2-{[tert-butyl-(diphenyl)silyl]oxy}ethyl)-2-oxopyridin-1(2H)-yl]-3,5-dimethylphenyl}-2-oxo-1,3-oxazolidin-5-yl)methyl]-5-chlorothiophene-2-carboxamide). As a reaction SMILES: O1CCNC1=O.[NH2:7][CH2:8][C@@H:9]1[O:13][C:12](=[O:14])[N:11]([C:15]2[CH:20]=[C:19]([CH3:21])[C:18]([N:22]3[CH:27]=[CH:26][CH:25]=[C:24]([CH2:28][CH2:29][O:30][Si:31]([C:44]([CH3:47])([CH3:46])[CH3:45])([C:38]4[CH:43]=[CH:42][CH:41]=[CH:40][CH:39]=4)[C:32]4[CH:37]=[CH:36][CH:35]=[CH:34][CH:33]=4)[C:23]3=[O:48])=[C:17]([CH3:49])[CH:16]=2)[CH2:10]1.[Cl:50][C:51]1[S:55][C:54]([C:56](Cl)=[O:57])=[CH:53][CH:52]=1>>[C:44]([Si:31]([C:38]1[CH:39]=[CH:40][CH:41]=[CH:42][CH:43]=1)([C:32]1[CH:33]=[CH:34][CH:35]=[CH:36][CH:37]=1)[O:30][CH2:29][CH2:28][C:24]1[C:23](=[O:48])[N:22]([C:18]2[C:17]([CH3:49])=[CH:16][C:15]([N:11]3[CH2:10][C@H:9]([CH2:8][NH:7][C:56]([C:54]4[S:55][C:51]([Cl:50])=[CH:52][CH:53]=4)=[O:57])[O:13][C:12]3=[O:14])=[CH:20][C:19]=2[CH3:21])[CH:27]=[CH:26][CH:25]=1)([CH3:45])([CH3:46])[CH3:47]. Procedure details: To prepare the compound of the Formula (Ia), 3-bromopyridin-2(1H)-one (III) is reacted with 1-fluoro-2,5-dimethyl-4-nitrobenzene (IV) to give 3-bromo-1-(2,6-dimethyl-4-nitrophenyl)pyridin-2(1H)-one (V). Then, (V) is converted with tributylvinyl tin and tetrakis(triphenylphosphine)palladium into 1-(2,6-dimethyl-4-nitrophenyl)-3-vinylpyridin-2(1H)-one (VI). Hydroboration and oxidation of (VI) produces 1-(2,6-dimethyl-4-nitrophenyl)-3-(2-hydroxyethyl)pyridin-2(1H)-one (VII). In order to protect the... Starting materials: ClC1=CC=C2C(=NNC2=C1)C#N (6-chloro-1H-indazole-3-carbonitrile), ClCC1=NC=CC=C1F (2-(chloromethyl)-3-fluoropyridine). The product is ClC1=CC=C2C(=NN(C2=C1)CC1=NC=CC=C1F)C#N (6-Chloro-1-[(3-fluoropyridin-2-yl)methyl]-1H-indazole-3-carbonitrile). The yield is 92.7%. Reaction SMILES: [Cl:1][C:2]1[CH:10]=[C:9]2[C:5]([C:6]([C:11]#[N:12])=[N:7][NH:8]2)=[CH:4][CH:3]=1.Cl[CH2:14][C:15]1[C:20]([F:21])=[CH:19][CH:18]=[CH:17][N:16]=1>>[Cl:1][C:2]1[CH:10]=[C:9]2[C:5]([C:6]([C:11]#[N:12])=[N:7][N:8]2[CH2:14][C:15]2[C:20]([F:21])=[CH:19][CH:18]=[CH:17][N:16]=2)=[CH:4][CH:3]=1. Reported procedure: 2.3 g (12.95 mmol) of 6-chloro-1H-indazole-3-carbonitrile (WO 2011/149921, Expl. 58C) were reacted in analogy to Example 53A with 2.07 g (14.25 mmol) of 2-(chloromethyl)-3-fluoropyridine. 3.44 g of the title compound were obtained (93% of theory).